Dataset: the Open Reaction Database (ORD), a public repository of structured organic reaction records. Task: describe an organic reaction: reactants, conditions, products, and yield The reactants are CCCCOc1c(NCCCO)c(=O)c1=O, CS(=O)(=O)Cl, O, c1ccncc1. Product: CCCCOc1c(NCCCS(C)(=O)=O)c(=O)c1=O. RXN SMILES: [CH2:1]([CH2:2][CH2:3][CH3:4])[O:5][c:6]1[c:7]([NH:12][CH2:13][CH2:14][CH2:15][OH:16])[c:8](=[O:11])[c:9]1=[O:10].[CH3:17][S:18]([Cl:19])(=[O:20])=[O:21].[OH2:22].[cH:23]1[cH:24][cH:25][n:26][cH:27][cH:28]1>>[CH2:1]([CH2:2][CH2:3][CH3:4])[O:5][c:6]1[c:7]([NH:12][CH2:13][CH2:14][CH2:15][S:18]([CH3:17])(=[O:20])=[O:21])[c:8](=[O:11])[c:9]1=[O:10]. Starting materials: CN, CCO, O=C1CC(c2cccc(-c3nc(CCl)co3)c2)=Nc2ccc(-n3cccc3)cc2N1, [I-], [K+], O. Product: CNCc1coc(-c2cccc(C3=Nc4ccc(-n5cccc5)cc4NC(=O)C3)c2)n1. RXN SMILES: [CH3:33][NH2:34].[CH3:36][CH2:37][OH:38].[Cl:1][CH2:2][c:3]1[n:4][c:5](-[c:8]2[cH:9][c:10]([C:14]3=[N:15][c:16]4[c:17]([cH:22][c:23](-[n:26]5[cH:27][cH:28][cH:29][cH:30]5)[cH:24][cH:25]4)[NH:18][C:19](=[O:21])[CH2:20]3)[cH:11][cH:12][cH:13]2)[o:6][cH:7]1.[I-:32].[K+:31].[OH2:35]>>[CH2:2]([c:3]1[n:4][c:5](-[c:8]2[cH:9][c:10]([C:14]3=[N:15][c:16]4[c:17]([cH:22][c:23](-[n:26]5[cH:27][cH:28][cH:29][cH:30]5)[cH:24][cH:25]4)[NH:18][C:19](=[O:21])[CH2:20]3)[cH:11][cH:12][cH:13]2)[o:6][cH:7]1)[NH:34][CH3:33]. The reactants are O (water), [H-].[K+] (potassium hydride), OC1=C(C=CC=C1)C(=COC)C1=NOCCO1 (3-[1-(2-hydroxyphenyl)-2-methoxyethen-1-yl]-5,6-dihydro-1,4,2-dioxazine), O(C1=CC=CC=C1)C1=NC=NC(=C1F)F (4-phenoxy-5,6-difluoropyrimidine). Solvent: CN(C=O)C (dimethylformamide). Run at temperature 20 celsius, time 12 hour. Product: O(C1=CC=CC=C1)C1=NC=NC(=C1F)OC1=C(C=CC=C1)C(=COC)C1=NOCCO1 (3-{1-[2-(4-phenoxy-5-fluoropyrimid-6-yloxy)-phenyl]-2-methoxyethen-1-yl}-5,6-dihydro-1,4,2-dioxazine). Yield: 32.8%. RXN SMILES: [H-].[K+].[OH:3][C:4]1[CH:9]=[CH:8][CH:7]=[CH:6][C:5]=1[C:10]([C:14]1[O:19][CH2:18][CH2:17][O:16][N:15]=1)=[CH:11][O:12][CH3:13].[O:20]([C:27]1[C:32]([F:33])=[C:31](F)[N:30]=[CH:29][N:28]=1)[C:21]1[CH:26]=[CH:25][CH:24]=[CH:23][CH:22]=1.O>CN(C)C=O>[O:20]([C:27]1[C:32]([F:33])=[C:31]([O:3][C:4]2[CH:9]=[CH:8][CH:7]=[CH:6][C:5]=2[C:10]([C:14]2[O:19][CH2:18][CH2:17][O:16][N:15]=2)=[CH:11][O:12][CH3:13])[N:30]=[CH:29][N:28]=1)[C:21]1[CH:26]=[CH:25][CH:24]=[CH:23][CH:22]=1 |f:0.1|. Procedure details: 0.119 g of potassium hydride (60% suspension in mineral oil) is added to a solution of 0.7 g (0.00298 mol) of 3-[1-(2-hydroxyphenyl)-2-methoxyethen-1-yl]-5,6-dihydro-1,4,2-dioxazine and 0.6 g (0.00288 mol) of 4-phenoxy-5,6-difluoropyrimidine in 10 ml of dimethylformamide at 0° C., and the mixture is then stirred for 12 hours at 20° C. The reaction mixture is poured into water and extracted using ethyl acetate. The combined organic phases are dried over sodium sulphate and concentrated under redu...